From a dataset of the Open Reaction Database (ORD), a public repository of structured organic reaction records. describe an organic reaction: reactants, conditions, products, and yield The reactants are C(C)(C)(C)OC(=O)N[C@@H]1[C@@H](CCCC1)NC1=C(C2=C(C(=N1)Cl)C(N(C2)C(=O)OC(C)(C)C)=O)F (tert-butyl 6-((1R,2S)-2-(tert-butoxycarbonylamino)cyclohexylamino)-4-chloro-7-fluoro-3-oxo-1H-pyrrolo[3,4-c]pyridine-2(3H)-carboxylate), FC1=CC2=C(SC(=C2)B(O)O)C=C1 (5-fluorobenzo[b]thiophen-2-ylboronic acid). The reagents and catalysts are C=1C=CC(=CC1)[P](C=2C=CC=CC2)(C=3C=CC=CC3)[Pd]([P](C=4C=CC=CC4)(C=5C=CC=CC5)C=6C=CC=CC6)([P](C=7C=CC=CC7)(C=8C=CC=CC8)C=9C=CC=CC9)[P](C=1C=CC=CC1)(C=1C=CC=CC1)C=1C=CC=CC1 (tetrakis(triphenylphosphine)palladium(0)). Solvent: O1CCOCC1 (dioxane), C(=O)(O)[O-].[Na+] (NaHCO3). The product is C(C)(C)(C)OC(=O)N[C@@H]1[C@@H](CCCC1)NC1=C(C2=C(C(=N1)C1=CC3=C(S1)C=CC(=C3)F)C(N(C2)C(=O)OC(C)(C)C)=O)F (tert-butyl 6-(((1R,2S)-2-((tert-butoxycarbonyl)amino)cyclohexyl)amino)-7-fluoro-4-(5-fluorobenzo[b]thiophen-2-yl)-3-oxo-1H-pyrrolo[3,4-c]pyridine-2(3H)-carboxylate). RXN SMILES: [C:1]([O:5][C:6]([NH:8][C@H:9]1[CH2:14][CH2:13][CH2:12][CH2:11][C@H:10]1[NH:15][C:16]1[N:21]=[C:20](Cl)[C:19]2[C:23](=[O:33])[N:24]([C:26]([O:28][C:29]([CH3:32])([CH3:31])[CH3:30])=[O:27])[CH2:25][C:18]=2[C:17]=1[F:34])=[O:7])([CH3:4])([CH3:3])[CH3:2].[F:35][C:36]1[CH:47]=[CH:46][C:39]2[S:40][C:41](B(O)O)=[CH:42][C:38]=2[CH:37]=1>O1CCOCC1.C([O-])(O)=O.[Na+].C1C=CC([P]([Pd]([P](C2C=CC=CC=2)(C2C=CC=CC=2)C2C=CC=CC=2)([P](C2C=CC=CC=2)(C2C=CC=CC=2)C2C=CC=CC=2)[P](C2C=CC=CC=2)(C2C=CC=CC=2)C2C=CC=CC=2)(C2C=CC=CC=2)C2C=CC=CC=2)=CC=1>[C:1]([O:5][C:6]([NH:8][C@H:9]1[CH2:14][CH2:13][CH2:12][CH2:11][C@H:10]1[NH:15][C:16]1[N:21]=[C:20]([C:41]2[S:40][C:39]3[CH:46]=[CH:47][C:36]([F:35])=[CH:37][C:38]=3[CH:42]=2)[C:19]2[C:23](=[O:33])[N:24]([C:26]([O:28][C:29]([CH3:32])([CH3:31])[CH3:30])=[O:27])[CH2:25][C:18]=2[C:17]=1[F:34])=[O:7])([CH3:4])([CH3:3])[CH3:2] |f:3.4,^1:62,64,83,102|. Procedure: A solution of tert-butyl 6-((1R,2S)-2-(tert-butoxycarbonylamino)cyclohexylamino)-4-chloro-7-fluoro-3-oxo-1H-pyrrolo[3,4-c]pyridine-2(3H)-carboxylate (300 mg, 0.601 mmol), 5-fluorobenzo[b]thiophen-2-ylboronic acid (236 mg, 1.202 mmol) and tetrakis(triphenylphosphine)palladium(0) (695 mg, 0.601 mmol) in dioxane and saturated aqueous NaHCO3 (1:1, 5 mL) was heated to 120° C. via microwave irradiation for 30 minutes. After the solvent was removed, the crude product was purified by silica gel column c... Starting materials: c1ccc(CCCNC2CCC(c3ccc(OCc4ccccc4)cc3)CC2)cc1, CO. Product: Oc1ccc(C2CCC(NCCCc3ccccc3)CC2)cc1. RXN SMILES: [CH2:1]([c:2]1[cH:3][cH:4][cH:5][cH:6][cH:7]1)[O:8][c:9]1[cH:10][cH:11][c:12]([CH:15]2[CH2:16][CH2:17][CH:18]([NH:21][CH2:22][CH2:23][CH2:24][c:25]3[cH:26][cH:27][cH:28][cH:29][cH:30]3)[CH2:19][CH2:20]2)[cH:13][cH:14]1.[CH3:31][OH:32]>>[OH:8][c:9]1[cH:10][cH:11][c:12]([CH:15]2[CH2:16][CH2:17][CH:18]([NH:21][CH2:22][CH2:23][CH2:24][c:25]3[cH:26][cH:27][cH:28][cH:29][cH:30]3)[CH2:19][CH2:20]2)[cH:13][cH:14]1. The reactants are BrC=1C=CC(=C(CNC(OC(C)(C)C)=O)C1)OC (tertiary butyl N-(5-bromo-2-methoxybenzyl)carbamate), dichlorobis(triphenylphosphine) palladium (II), C(=O)[O-].[Na+] (sodium formate), [C]=O (carbon monoxide). Reagents/catalysts: C1(=CC=CC=C1)P(C1=CC=CC=C1)C1=CC=CC=C1 (triphenyl phosphine). Run in CN(C=O)C (N,N-dimethylformamide), C(C)(=O)OCC (ethyl acetate). Yields the product C(=O)C=1C=CC(=C(CNC(OC(C)(C)C)=O)C1)OC (tertiary butyl N-(5-formyl-2-methoxybenzyl)carbamate). Isolated yield 75.1%. Reaction SMILES: Br[C:2]1[CH:3]=[CH:4][C:5]([O:17][CH3:18])=[C:6]([CH:16]=1)[CH2:7][NH:8][C:9](=[O:15])[O:10][C:11]([CH3:14])([CH3:13])[CH3:12].[CH:19]([O-])=[O:20].[Na+].[C]=O>CN(C)C=O.C(OCC)(=O)C.C1(P(C2C=CC=CC=2)C2C=CC=CC=2)C=CC=CC=1>[CH:19]([C:2]1[CH:3]=[CH:4][C:5]([O:17][CH3:18])=[C:6]([CH:16]=1)[CH2:7][NH:8][C:9](=[O:15])[O:10][C:11]([CH3:14])([CH3:13])[CH3:12])=[O:20] |f:1.2,^3:22|. Reported procedure: 1.015 g of tertiary butyl N-(5-bromo-2-methoxybenzyl)carbamate, 45 mg of dichlorobis(triphenylphosphine) palladium (II), 330 mg of sodium formate and 17 mg of triphenyl phosphine were dissolved in anhydrous N,N-dimethylformamide and stirred at 110° C. for 2 hours in a carbon monoxide atmosphere. The reaction mixture was diluted with ethyl acetate, and successively washed with water and saturated aqueous sodium bicarbonate. The organic layer was dried over anhydrous magnesium sulfate and the solv... The reactants are O=C(NC1=C(F)C(F)=C(C(F)=C1F)C(F)(F)F)C2CCCCC2. Reagents/catalysts: [K].O=C(O)O, N=1C(OC)=CC(OC)=C2C=CC=CC12, O1B(OC(C)(C)C1(C)C)B2OC(C)(C)C(O2)(C)C, [B-](F)(F)(F)F.CC[N+](CC)(CC)CC, O=C(O)C, [Pd].O=C(O)C. Solvent: N#CC. Conditions: temperature 80 celsius, time 15 hour. The product is O=C(NC1=C(F)C(F)=C(C(F)=C1F)C(F)(F)F)C2CCCCC2B3OC(C)(C)C(O3)(C)C, O=C(NC1=C(F)C(F)=C(C(F)=C1F)C(F)(F)F)C2CCCCC2B3OC(C)(C)C(O3)(C)C. Isolated yield 35.0%. The reactants are NC1CN(C1)C=1C=C(C(=O)OCC)C=CC1 (Ethyl 3-(3-aminoazetidin-1-yl)benzoate), ON1N=NC2=C1C=CC=C2 (1-hydroxybenzotriazole), CN1CCOCC1 (N-methylmorpholine), ClC=1N=C(NC1CC)C(=O)O (4-chloro-5-ethyl-1H-imidazole-2-carboxylic acid), CCN=C=NCCCN(C)C.Cl (WSC hydrochloride). Yields the product ClC=1N=C(NC1CC)C(=O)NC1CN(C1)C=1C=C(C(=O)OCC)C=CC1 (Ethyl 3-(3-{[(4-chloro-5-ethyl-1H-imidazol-2-yl)carbonyl]amino}azetidin-1-yl)benzoate). The yield is 44.4%. As a reaction SMILES: [NH2:1][CH:2]1[CH2:5][N:4]([C:6]2[CH:7]=[C:8]([CH:14]=[CH:15][CH:16]=2)[C:9]([O:11][CH2:12][CH3:13])=[O:10])[CH2:3]1.[Cl:17][C:18]1[N:19]=[C:20]([C:25](O)=[O:26])[NH:21][C:22]=1[CH2:23][CH3:24].CCN=C=NCCCN(C)C.Cl.ON1C2C=CC=CC=2N=N1.CN1CCOCC1>>[Cl:17][C:18]1[N:19]=[C:20]([C:25]([NH:1][CH:2]2[CH2:3][N:4]([C:6]3[CH:7]=[C:8]([CH:14]=[CH:15][CH:16]=3)[C:9]([O:11][CH2:12][CH3:13])=[O:10])[CH2:5]2)=[O:26])[NH:21][C:22]=1[CH2:23][CH3:24] |f:2.3|. Procedure: The same operation as in Example (217c) was performed using ethyl 3-(3-aminoazetidin-1-yl)benzoate obtained in Example (223b) (114 mg, 0.52 mmol), 4-chloro-5-ethyl-1H-imidazole-2-carboxylic acid obtained in Example (1d) (90 mg, 0.52 mmol), WSC hydrochloride (298 mg, 1.55 mmol), 1-hydroxybenzotriazole (70 mg, 0.52 mmol) and N-methylmorpholine (0.11 mL, 1.04 mmol), to obtain 87 mg of the title compound as a gray white solid (45%).